This data is from the Open Reaction Database (ORD), a public repository of structured organic reaction records. The task is: describe an organic reaction: reactants, conditions, products, and yield The reactants are Intermediate 20, BrC=1C=C(C=CC1C)S(=O)(=O)N1CCN(CC1)C (1-(3-bromo-4-methyl-benzenesulfonyl)-4-methyl-piperazine), BrC=1C=C(C=CC1C)S(=O)(=O)N1CCN(CC1)C (1-(3-bromo-4-methyl-benzenesulfonyl)-4-methyl-piperazine), C(C)(C)(C)OC(COC1=C(C=C(C=C1)Cl)C#C)=O (tert-butyl(4-chloro-2-ethynylphenoxy)acetate), C(C)(C)(C)OC(COC1=C(C=C(C=C1)Cl)C#C)=O (tert-butyl(4-chloro-2-ethynylphenoxy)acetate). Yields the product C(C)(C)(C)OC(COC1=C(C=C(C=C1)Cl)C#CC1=C(C=CC(=C1)S(=O)(=O)N1CCN(CC1)C)C)=O (tert-butyl[4-chloro-2-({2-methyl-5-[(4-methylpiperazin-1-yl)sulfonyl]phenyl}ethynyl)phenoxy]acetate). Reaction SMILES: [C:1]([O:5][C:6](=[O:18])[CH2:7][O:8][C:9]1[CH:14]=[CH:13][C:12]([Cl:15])=[CH:11][C:10]=1[C:16]#[CH:17])([CH3:4])([CH3:3])[CH3:2].Br[C:20]1[CH:21]=[C:22]([S:27]([N:30]2[CH2:35][CH2:34][N:33]([CH3:36])[CH2:32][CH2:31]2)(=[O:29])=[O:28])[CH:23]=[CH:24][C:25]=1[CH3:26]>>[C:1]([O:5][C:6](=[O:18])[CH2:7][O:8][C:9]1[CH:14]=[CH:13][C:12]([Cl:15])=[CH:11][C:10]=1[C:16]#[C:17][C:20]1[CH:21]=[C:22]([S:27]([N:30]2[CH2:35][CH2:34][N:33]([CH3:36])[CH2:32][CH2:31]2)(=[O:29])=[O:28])[CH:23]=[CH:24][C:25]=1[CH3:26])([CH3:4])([CH3:3])[CH3:2]. Reported procedure: Following the general method as outlined in Intermediate 20, starting from (4-chloro-2-ethynyl-phenoxy)-acetic acid tert-butyl ester (Intermediate 3) and 1-(3-bromo-4-methyl-benzenesulfonyl)-4-methyl-piperazine (Intermediate 144), the title compound was obtained after purification by flash column chromatography (silica), eluting with cyclohexane containing increasing amounts of EtOAc. Reactants: C(C)(C)(C)C1=CC=C(O[C@H](C(=O)OCC[Si](C)(C)C)CC2=CC=C(C=C2)OCCON=C(C)C2=CC=C(C=C2)C2=NC=CC=C2)C=C1 (2-trimethylsilylethyl (S)-2-(4-t-butylphenoxy)-3-[4-[2-[[1-[4-(2-pyridyl)phenyl]ethylidene]aminoxy]ethoxy]phenyl]propionate), solution, [F-].C(CCC)[N+](CCCC)(CCCC)CCCC (tetrabutylammonium fluoride). Run in O1CCCC1 (tetrahydrofuran). Yields the product C(C)(C)(C)C1=CC=C(O[C@H](C(=O)O)CC2=CC=C(C=C2)OCCON=C(C)C2=CC=C(C=C2)C2=NC=CC=C2)C=C1 ((S)-2-(4-t-Butylphenoxy)-3-[4-[2-[[1-[4-(2-pyridyl)phenyl]ethylidene]aminoxy]ethoxy]phenyl]propionic acid). Yield: 68.6%. RXN SMILES: [C:1]([C:5]1[CH:47]=[CH:46][C:8]([O:9][C@@H:10]([CH2:20][C:21]2[CH:26]=[CH:25][C:24]([O:27][CH2:28][CH2:29][O:30][N:31]=[C:32]([C:34]3[CH:39]=[CH:38][C:37]([C:40]4[CH:45]=[CH:44][CH:43]=[CH:42][N:41]=4)=[CH:36][CH:35]=3)[CH3:33])=[CH:23][CH:22]=2)[C:11]([O:13]CC[Si](C)(C)C)=[O:12])=[CH:7][CH:6]=1)([CH3:4])([CH3:3])[CH3:2].[F-].C([N+](CCCC)(CCCC)CCCC)CCC>O1CCCC1>[C:1]([C:5]1[CH:6]=[CH:7][C:8]([O:9][C@@H:10]([CH2:20][C:21]2[CH:26]=[CH:25][C:24]([O:27][CH2:28][CH2:29][O:30][N:31]=[C:32]([C:34]3[CH:35]=[CH:36][C:37]([C:40]4[CH:45]=[CH:44][CH:43]=[CH:42][N:41]=4)=[CH:38][CH:39]=3)[CH3:33])=[CH:23][CH:22]=2)[C:11]([OH:13])=[O:12])=[CH:46][CH:47]=1)([CH3:2])([CH3:3])[CH3:4] |f:1.2|. Reported procedure: The reaction was carried out according to Reference example 7 using 2-trimethylsilylethyl (S)-2-(4-t-butylphenoxy)-3-[4-[2-[[1-[4-(2-pyridyl)phenyl]ethylidene]aminoxy]ethoxy]phenyl]propionate (310 mg) obtained from Reference example 12 and a 1M solution of tetrabutylammonium fluoride in tetrahydrofuran (1.7 ml). The resulting residue was purified by chromatography on a silica gel column (eluant; methylene chloride/methanol=24/1˜19/1), and then the obtained compound was filtered off and washed wi... Starting materials: Cl.N1[C@H](C(=O)OCC2=CC=CC=C2)CCC1 (HCl H-Pro-OBzl), CN1CCOCC1 (NMM), C=1C=CC2=C(C1)N=NN2O (HOBt), N([C@@H]([C@@H](C)CC)C(=O)O)C(=O)OC(C)(C)C (Boc-Ile-OH), C(C(C)C)OC(=O)Cl (isobutylchloroformate), C(=O)(O)[O-].[Na+] (NaHCO3). Solvent: CN(C)C=O (DMF), CN(C)C=O (DMF). Reaction conditions: temperature -15 celsius, time 10 minute. The product is N([C@@H]([C@@H](C)CC)C(=O)N1[C@H](C(=O)OCC2=CC=CC=C2)CCC1)C(=O)OC(C)(C)C (Boc-Ile-Pro-OBzl). The yield is 92.0%. Reaction SMILES: [NH:1]([C:10]([O:12][C:13]([CH3:16])([CH3:15])[CH3:14])=[O:11])[C@H:2]([C:7]([OH:9])=O)[C@H:3]([CH2:5][CH3:6])[CH3:4].CN1CCOCC1.C(OC(Cl)=O)C(C)C.C1C=CC2N(O)N=NC=2C=1.Cl.[NH:43]1[CH2:57][CH2:56][CH2:55][C@H:44]1[C:45]([O:47][CH2:48][C:49]1[CH:54]=[CH:53][CH:52]=[CH:51][CH:50]=1)=[O:46].C([O-])(O)=O.[Na+]>CN(C=O)C>[NH:1]([C:10]([O:12][C:13]([CH3:16])([CH3:15])[CH3:14])=[O:11])[C@H:2]([C:7]([N:43]1[CH2:57][CH2:56][CH2:55][C@H:44]1[C:45]([O:47][CH2:48][C:49]1[CH:50]=[CH:51][CH:52]=[CH:53][CH:54]=1)=[O:46])=[O:9])[C@H:3]([CH2:5][CH3:6])[CH3:4] |f:4.5,6.7|. Procedure: Boc-Ile-OH (12.01 g, 0.05 mole) in DMF (50 ml) was cooled to 0° C. and NMM (5.49 ml) was added. After cooling the solution to -15° C. isobutylchloroformate (6.48 ml) was added slowly while maintaining the temperature at -15° C. and stirred for 10 minutes at which time HOBt (7.65 g) was added and stirring was continued for additional 10 minutes. A pre-cooled solution of HCl-H-Pro-OBzl (12.09 g, 0.05 mole) in DMF (50 ml) and NMN (5.49 ml) was added to the above solution and the completeness of the...